describe an organic reaction: reactants, conditions, products, and yield From a dataset of the Open Reaction Database (ORD), a public repository of structured organic reaction records. Starting materials: COCn2cnc1ccccc12 (effective_coupling_partner), CN(C)C(=O)Oc1ccccc1 (substrate). The reagents and catalysts are dcype. Run at temperature 110 celsius, time 12 hour. The product is COCn3c(c1ccccc1)nc2ccccc23.